From a dataset of the Open Reaction Database (ORD), a public repository of structured organic reaction records. describe an organic reaction: reactants, conditions, products, and yield Starting materials: C(C)(=O)C1=NC2=CC=CC(=C2C=C1NC)[N+](=O)[O-] (2-acetyl(methyl)amino-5-nitroquinoline), [H][H] (hydrogen). The reagents and catalysts are [Pd] (Pd—C). The solvent is C(C)(=O)OCC (ethyl acetate). The product is C(C)(=O)C1=NC2=CC=CC(=C2C=C1NC)N (2-Acetyl(methyl)amino-5-aminoquinoline). As a reaction SMILES: [C:1]([C:4]1[C:13]([NH:14][CH3:15])=[CH:12][C:11]2[C:6](=[CH:7][CH:8]=[CH:9][C:10]=2[N+:16]([O-])=O)[N:5]=1)(=[O:3])[CH3:2].[H][H]>C(OCC)(=O)C.[Pd]>[C:1]([C:4]1[C:13]([NH:14][CH3:15])=[CH:12][C:11]2[C:6](=[CH:7][CH:8]=[CH:9][C:10]=2[NH2:16])[N:5]=1)(=[O:3])[CH3:2]. Reported procedure: 650 mg (2.7 mmol) of 2-acetyl(methyl)amino-5-nitroquinoline and 161 mg of 10% Pd—C are stirred in 25 ml of ethyl acetate for 2 hours in a hydrogen atmosphere at room temperature. The batch is filtered and concentrated by evaporation: 490 mg of product. Starting materials: C(C)(C)N1CCC(C2=CC(=C(C=C12)C)NC1=C(C(=O)OCC)C=CC=C1)(C)C (Ethyl [(1-isopropyl-4,4,7-trimethyl-1,2,3,4-tetrahydroquinolin-6-yl)amino)benzoate), C(C)(C)N1CCC(C2=CC(=C(C=C12)C)NC1=C(C(=O)OCC)C=CC=C1)(C)C (Ethyl [(1-isopropyl-4,4,7-trimethyl-1,2,3,4-tetrahydroquinolin-6-yl)amino)benzoate), C(#N)[BH3-].[Na+] (sodium cyanoborohydride), [OH-].[Na+] (NaOH), C1CC1C(C#N)O (cyclopropylcarboxaldehyde). The solvent is C(C)(=O)O (acetic acid), C(C)#N (acetonitrile). Product: C(C)(C)N1CCC(C2=CC(=C(C=C12)C)N(CC1CC1)C1=C(C(=O)OCC)C=CC=C1)(C)C (Ethyl [(1-isopropyl-4,4,7-trimethyl-1,2,3,4-tetrahydroquinolin-6-yl)(cyclopropylmethyl)amino]benzoate). The yield is 49.0%. RXN SMILES: [CH:1]([N:4]1[C:13]2[C:8](=[CH:9][C:10]([NH:15][C:16]3[CH:26]=[CH:25][CH:24]=[CH:23][C:17]=3[C:18]([O:20][CH2:21][CH3:22])=[O:19])=[C:11]([CH3:14])[CH:12]=2)[C:7]([CH3:28])([CH3:27])[CH2:6][CH2:5]1)([CH3:3])[CH3:2].[CH2:29]1[CH:31]([CH:32](O)C#N)[CH2:30]1.C([BH3-])#N.[Na+].[OH-].[Na+]>C(O)(=O)C.C(#N)C>[CH:1]([N:4]1[C:13]2[C:8](=[CH:9][C:10]([N:15]([C:16]3[CH:26]=[CH:25][CH:24]=[CH:23][C:17]=3[C:18]([O:20][CH2:21][CH3:22])=[O:19])[CH2:32][CH:31]3[CH2:29][CH2:30]3)=[C:11]([CH3:14])[CH:12]=2)[C:7]([CH3:28])([CH3:27])[CH2:6][CH2:5]1)([CH3:3])[CH3:2] |f:2.3,4.5|. Procedure details: Ethyl [(1-isopropyl-4,4,7-trimethyl-1,2,3,4-tetrahydroquinolin-6-yl)amino)benzoate (Compound 20, 0.18 g, 0.47 mmol) was dissolved in a 10% acetic acid in acetonitrile solution (6.0 mL). The solution was treated with cyclopropylcarboxaldehyde (0.10 mL, 1.3 mmol) and then sodium cyanoborohydride (35 mg, 0.55 mmol) and the reaction was stirred at room temperature for 7 hours. 1M aqueous NaOH was added until pH=6 was reached and the solution was extracted with ether (2×), washed with brine, and drie... Reactants: COC(CC=1C=C(C(=CC1)OC)C1=C(C=C(C=C1)C(F)(F)F)CN)=O ((2′-aminomethyl-6-methoxy-4′-trifluoromethyl-biphenyl-3-yl)-acetic acid methyl ester), ClC(=O)OCC1=CC=CC=C1 (benzyl chloroformate). Yields the product COC(CC=1C=C(C(=CC1)OC)C1=C(C=C(C=C1)C(F)(F)F)CNC(=O)OCC1=CC=CC=C1)=O ([2′-(Benzyloxycarbonylamino-methyl)-6-methoxy-4′-trifluoromethyl-biphenyl-3-yl]-acetic acid methyl ester). RXN SMILES: [CH3:1][O:2][C:3](=[O:25])[CH2:4][C:5]1[CH:6]=[C:7]([C:13]2[CH:18]=[CH:17][C:16]([C:19]([F:22])([F:21])[F:20])=[CH:15][C:14]=2[CH2:23][NH2:24])[C:8]([O:11][CH3:12])=[CH:9][CH:10]=1.Cl[C:27]([O:29][CH2:30][C:31]1[CH:36]=[CH:35][CH:34]=[CH:33][CH:32]=1)=[O:28]>>[CH3:1][O:2][C:3](=[O:25])[CH2:4][C:5]1[CH:6]=[C:7]([C:13]2[CH:18]=[CH:17][C:16]([C:19]([F:21])([F:20])[F:22])=[CH:15][C:14]=2[CH2:23][NH:24][C:27]([O:29][CH2:30][C:31]2[CH:36]=[CH:35][CH:34]=[CH:33][CH:32]=2)=[O:28])[C:8]([O:11][CH3:12])=[CH:9][CH:10]=1. Procedure details: Prepared according to the procedure described in Example 1, Step 6, using the following starting materials: (2′-aminomethyl-6-methoxy-4′-trifluoromethyl-biphenyl-3-yl)-acetic acid methyl ester and benzyl chloroformate. Reactants: BrCC1=C(C(=O)OCC)C=CN=C1Cl (ethyl 3-(bromomethyl)-2-chloroisonicotinate), Cl.CC=1C=C(C=NC1N1N=CC=C1)C(C)N (1-(5-methyl-6-(1H-pyrazol-1-yl)pyridin-3-yl)ethanamine hydrochloride). Yields the product ClC1=NC=CC2=C1CN(C2=O)C(C)C=2C=NC(=C(C2)C)N2N=CC=C2 (4-chloro-2-(1-(5-methyl-6-(1H-pyrazol-1-yl)pyridin-3-yl)ethyl)-2,3-dihydro-1H-pyrrolo[3,4-c]pyridin-1-one). Isolated yield 35.0%. Reaction SMILES: Br[CH2:2][C:3]1[C:13]([Cl:14])=[N:12][CH:11]=[CH:10][C:4]=1[C:5]([O:7]CC)=O.Cl.[CH3:16][C:17]1[CH:18]=[C:19]([CH:28]([NH2:30])[CH3:29])[CH:20]=[N:21][C:22]=1[N:23]1[CH:27]=[CH:26][CH:25]=[N:24]1>>[Cl:14][C:13]1[C:3]2[CH2:2][N:30]([CH:28]([C:19]3[CH:20]=[N:21][C:22]([N:23]4[CH:27]=[CH:26][CH:25]=[N:24]4)=[C:17]([CH3:16])[CH:18]=3)[CH3:29])[C:5](=[O:7])[C:4]=2[CH:10]=[CH:11][N:12]=1 |f:1.2|. Procedure details: The title compound is prepared in 35% yield (230 mg, pale brown oil) from ethyl 3-(bromomethyl)-2-chloroisonicotinate (500 mg, 1.8 mmol, Step-1 of Intermediate-1) and 1-(5-methyl-6-(1H-pyrazol-1-yl)pyridin-3-yl)ethanamine hydrochloride (430 mg, 1.8 mmol, Amine-68, single enantiomer) in a similar manner to Intermediate-2.